Task: describe an organic reaction: reactants, conditions, products, and yield. Dataset: the Open Reaction Database (ORD), a public repository of structured organic reaction records The reactants are O1CCOC2=C1C=CC(=C2)C=O (2,3-dihydrobenzo[1,4]dioxine-6-carbaldehyde), C(CC(=O)O)(=O)O (malonic acid), C(C)(=O)[O-].[NH4+] (ammonium acetate). Run in CCO (EtOH). Yields the product NC(CC(=O)O)C1=CC2=C(OCCO2)C=C1 (3-Amino-3-(2,3-dihydrobenzo[1,4]dioxin-6-yl)propionic acid). Yield: 28.9%. Reaction SMILES: [O:1]1[C:6]2[CH:7]=[CH:8][C:9]([CH:11]=O)=[CH:10][C:5]=2[O:4][CH2:3][CH2:2]1.[C:13]([OH:19])(=[O:18])[CH2:14]C(O)=O.C([O-])(=O)C.[NH4+:24]>CCO>[NH2:24][CH:11]([C:9]1[CH:8]=[CH:7][C:6]2[O:1][CH2:2][CH2:3][O:4][C:5]=2[CH:10]=1)[CH2:14][C:13]([OH:19])=[O:18] |f:2.3|. Reported procedure: A mixture of 5 g of 2,3-dihydrobenzo[1,4]dioxine-6-carbaldehyde, 3.17 g of malonic acid and 4.69 g of ammonium acetate in 50 ml of EtOH is refluxed for 5 hours. The reaction mixture is allowed to cool to RT and the precipitate formed is filtered off by suction and washed with EtOH and then with water. 1.965 g of the expected product are obtained after drying under vacuum. Starting materials: FC1=CC=C(C=C1)[N+](=O)[O-] (1-fluoro-4-nitrobenzene), NC(CO)CC (2-amino-1-butanol), C([O-])([O-])=O.[K+].[K+] (potassium carbonate). Solvent: O (water). Product: [N+](=O)([O-])C1=CC=C(C=C1)NC(CO)CC (2-(4-Nitrophenylamino)butan-1-ol). RXN SMILES: F[C:2]1[CH:7]=[CH:6][C:5]([N+:8]([O-:10])=[O:9])=[CH:4][CH:3]=1.[NH2:11][CH:12]([CH2:15][CH3:16])[CH2:13][OH:14].C(=O)([O-])[O-].[K+].[K+]>O>[N+:8]([C:5]1[CH:6]=[CH:7][C:2]([NH:11][CH:12]([CH2:15][CH3:16])[CH2:13][OH:14])=[CH:3][CH:4]=1)([O-:10])=[O:9] |f:2.3.4|. Reported procedure: A mixture of 223.0 g (1.58 mol) of 1-fluoro-4-nitrobenzene, 168.5 g (1.89 mol) of 2-amino-1-butanol and 146.8 g (1.06 mol) of potassium carbonate in 630 ml of water was refluxed for 2 hours. Reactants: C1(=CC=C(C=C1)S(=O)(=O)Cl)C (p-toluenesulfonic acid chloride), O (Water), C(C)(C)(C)OC(=O)C1=CNC=C1 (1H-pyrrole-3-carboxylic acid tert-butyl ester). The reagents and catalysts are [H-].[Na+] (Sodium hydride). Solvent: O1CCCC1 (tetrahydrofuran). The product is CC1=CC=C(C=C1)S(=O)(=O)N1C=C(C=C1)C(=O)O (1-[(4-methylphenyl)sulfonyl]-1H-pyrrole-3-carboxylic acid). The yield is 74.2%. As a reaction SMILES: C([O:5][C:6]([C:8]1[CH:12]=[CH:11][NH:10][CH:9]=1)=[O:7])(C)(C)C.[C:13]1([CH3:23])[CH:18]=[CH:17][C:16]([S:19](Cl)(=[O:21])=[O:20])=[CH:15][CH:14]=1.O>O1CCCC1.[H-].[Na+]>[CH3:23][C:13]1[CH:18]=[CH:17][C:16]([S:19]([N:10]2[CH:11]=[CH:12][C:8]([C:6]([OH:5])=[O:7])=[CH:9]2)(=[O:21])=[O:20])=[CH:15][CH:14]=1 |f:4.5|. Procedure details: Sodium hydride (60%; 1.02 mg) was added at 0° C. to a solution of 1H-pyrrole-3-carboxylic acid tert-butyl ester (3.57 g) in tetrahydrofuran (71 ml), stirred at room temperature, then p-toluenesulfonic acid chloride (4.47 g) the mixture was stirred all night and all day. Water was added to the reaction solution, extracted with ethyl acetate, washed with saturated brine, and dried over anhydrous sodium sulfate. The organic solution was concentrated in vacuo, dichloromethane (30 ml) and trifluoroac... Starting materials: C(C)(=O)N1[C@H](C[C@H](C2=CC(=CC=C12)C1=CC=C(C(=O)[O-])C=C1)NC(=O)OC(C)C)C.[Li+] (lithium 4-((2S,4R)-1-acetyl-4-((isopropoxycarbonyl)amino)-2-methyl-1,2,3,4-tetrahydroquinolin-6-yl)benzoate), C([O-])([O-])=O.[K+].[K+] (potassium carbonate), Intermediate 20, BrCCN(C)C (2-bromo-N,N-dimethylethanamine). Solvent: CN(C)C=O (DMF). Conditions: time 2 hour. Product: C(C)(=O)N1[C@H](C[C@H](C2=CC(=CC=C12)C1=CC=C(C(=O)OCCN(C)C)C=C1)NC(=O)OC(C)C)C (2-(dimethylamino)ethyl 4-((2S,4R)-1-acetyl-4-((isopropoxycarbonyl)amino)-2-methyl-1,2,3,4-tetrahydroquinolin-6-yl)benzoate). Isolated yield 5.0%. RXN SMILES: [C:1]([N:4]1[C:13]2[C:8](=[CH:9][C:10]([C:14]3[CH:22]=[CH:21][C:17]([C:18]([O-:20])=[O:19])=[CH:16][CH:15]=3)=[CH:11][CH:12]=2)[C@H:7]([NH:23][C:24]([O:26][CH:27]([CH3:29])[CH3:28])=[O:25])[CH2:6][C@@H:5]1[CH3:30])(=[O:3])[CH3:2].[Li+].Br[CH2:33][CH2:34][N:35]([CH3:37])[CH3:36].C(=O)([O-])[O-].[K+].[K+]>CN(C=O)C>[C:1]([N:4]1[C:13]2[C:8](=[CH:9][C:10]([C:14]3[CH:22]=[CH:21][C:17]([C:18]([O:20][CH2:33][CH2:34][N:35]([CH3:37])[CH3:36])=[O:19])=[CH:16][CH:15]=3)=[CH:11][CH:12]=2)[C@H:7]([NH:23][C:24]([O:26][CH:27]([CH3:29])[CH3:28])=[O:25])[CH2:6][C@@H:5]1[CH3:30])(=[O:3])[CH3:2] |f:0.1,3.4.5|. Reported procedure: To a solution of lithium 4-((2S,4R)-1-acetyl-4-((isopropoxycarbonyl)amino)-2-methyl-1,2,3,4-tetrahydroquinolin-6-yl)benzoate (for a preparation see Intermediate 20) (246 mg, 0.591 mmol) and 2-bromo-N,N-dimethylethanamine (135 mg, 0.886 mmol) in DMF (5 mL) was added potassium carbonate (122 mg, 0.886 mmol). The resulting mixture was stirred at room temperature for 2 h, the reaction mixture was concentrated under reduced pressure. The residue was dissolved in a 1:1 MeOH/DMSO mixture and purified b... The reactants are BrC=1C=NC=C(C1C=O)N1N=CC=2C=3CCCCC3SC2C1=O (3-Bromo-5-{6-oxo-8-thia-4,5-diazatricyclo[7.4.0.02,7]trideca-1(9),2(7),3-trien-5-yl}pyridine-4-carbaldehyde), CN1C(C(=CC(=C1)B1OC(C(O1)(C)C)(C)C)NC1=NC=C(C=C1)N1CCN(CC1)C1COC1)=O (1-Methyl-3-(5-(4-(oxetan-3-yl)piperazin-1-yl)pyridin-2-ylamino)-5-(4,4,5,5-tetramethyl-1,3,2-dioxaborolan-2-yl)pyridin-2(1H)-one), [O-]P(=O)([O-])[O-].[K+].[K+].[K+] (K3PO4), CC(=O)[O-].[Na+] (NaOAc). Reagents/catalysts: C1=CC=C(C=C1)P([C-]2C=CC=C2)C3=CC=CC=C3.C1=CC=C(C=C1)P([C-]2C=CC=C2)C3=CC=CC=C3.Cl[Pd]Cl.[Fe+2] (PdCl2(dppf)). The solvent is CC#N (CH3CN), O (H2O). Run at temperature 100 celsius. Product: CN1C=C(C=C(C1=O)NC1=NC=C(C=C1)N1CCN(CC1)C1COC1)C=1C=NC=C(C1C=O)N1N=CC=2C=3CCCCC3SC2C1=O (3-[1-Methyl-5-({5-[4-(oxetan-3-yl)piperazin-1-yl]pyridine-2-yl}amino)-6-oxo-1,6-dihydropyridin-3-yl]-5-{6-oxo-8-thia-4,5-diazatricyclo[7.4.0.02,7]trideca-1(9),2(7),3-trien-5-yl}pyridine-4-carbaldehyde). Yield: 35.0%. RXN SMILES: Br[C:2]1[CH:3]=[N:4][CH:5]=[C:6]([N:10]2[C:22](=[O:23])[C:21]3[S:20][C:19]4[CH2:18][CH2:17][CH2:16][CH2:15][C:14]=4[C:13]=3[CH:12]=[N:11]2)[C:7]=1[CH:8]=[O:9].[CH3:24][N:25]1[CH:30]=[C:29](B2OC(C)(C)C(C)(C)O2)[CH:28]=[C:27]([NH:40][C:41]2[CH:46]=[CH:45][C:44]([N:47]3[CH2:52][CH2:51][N:50]([CH:53]4[CH2:56][O:55][CH2:54]4)[CH2:49][CH2:48]3)=[CH:43][N:42]=2)[C:26]1=[O:57].[O-]P([O-])([O-])=O.[K+].[K+].[K+].CC([O-])=O.[Na+]>CC#N.O.C1C=CC(P(C2C=CC=CC=2)[C-]2C=CC=C2)=CC=1.C1C=CC(P(C2C=CC=CC=2)[C-]2C=CC=C2)=CC=1.Cl[Pd]Cl.[Fe+2]>[CH3:24][N:25]1[C:26](=[O:57])[C:27]([NH:40][C:41]2[CH:46]=[CH:45][C:44]([N:47]3[CH2:52][CH2:51][N:50]([CH:53]4[CH2:54][O:55][CH2:56]4)[CH2:49][CH2:48]3)=[CH:43][N:42]=2)=[CH:28][C:29]([C:2]2[CH:3]=[N:4][CH:5]=[C:6]([N:10]3[C:22](=[O:23])[C:21]4[S:20][C:19]5[CH2:18][CH2:17][CH2:16][CH2:15][C:14]=5[C:13]=4[CH:12]=[N:11]3)[C:7]=2[CH:8]=[O:9])=[CH:30]1 |f:2.3.4.5,6.7,10.11.12.13|. Procedure details: A sealed tube was charged with 116a (80 mg, 0.20 mmol), 1-methyl-3-(5-(4-(oxetan-3-yl)piperazin-1-yl)pyridin-2-ylamino)-5-(4,4,5,5-tetramethyl-1,3,2-dioxaborolan-2-yl)pyridin-2(1H)-one 101l (96 mg, 0.20 mmol), PdCl2(dppf) (18 mg, 0.02 mmol), K3PO4 (30 mg), and NaOAc (20 mg) in CH3CN (5 mL) and H2O (1 mL). The system was evacuated and refilled with N2. The reaction mixture was heated at 100° C. for 2 h. It was then cooled to room temperature and filtered. The filtrate was concentrated under reduc... Starting materials: CC(=O)Cc1cc(Cl)cc(Br)c1, O=C([O-])[O-], CC#N, ClCc1ccc(Cl)cc1, [Cs+], [Cs+]. Yields the product CC(=O)C(Cc1ccc(Cl)cc1)c1cc(Cl)cc(Br)c1. RXN SMILES: [Br:1][c:2]1[cH:3][c:4]([CH2:9][C:10]([CH3:11])=[O:12])[cH:5][c:6]([Cl:8])[cH:7]1.[C:22](=[O:23])([O-:24])[O-:25].[CH3:28][C:29]#[N:30].[Cl:13][c:14]1[cH:15][cH:16][c:17]([CH2:18][Cl:19])[cH:20][cH:21]1.[Cs+:26].[Cs+:27]>>[Br:1][c:2]1[cH:3][c:4]([CH:9]([C:10]([CH3:11])=[O:12])[CH2:18][c:17]2[cH:16][cH:15][c:14]([Cl:13])[cH:21][cH:20]2)[cH:5][c:6]([Cl:8])[cH:7]1. The reactants are FC1=C(C=C(C=C1)C1(CCN(CC1)C(=O)OC(C)(C)C)O)C(F)(F)F (tert-butyl 4-[4-fluoro-3-(trifluoro-methyl)phenyl]-4-hydroxypiperidine-1-carboxylate), FC(C(=O)O)(F)F (trifluoroacetic acid), [OH-].[Na+] (sodium hydroxide). Solvent: C(Cl)Cl (methylen chloride). Conditions: time 20 hour. Product: FC1=C(C=C(C=C1)C1(CCNCC1)O)C(F)(F)F (4-[4-FLUORO-3-(TRIFLUOROMETHYL)PHENYL]-PIPERIDIN-4-OL). Yield: 41.6%. Reaction SMILES: [F:1][C:2]1[CH:7]=[CH:6][C:5]([C:8]2([OH:21])[CH2:13][CH2:12][N:11](C(OC(C)(C)C)=O)[CH2:10][CH2:9]2)=[CH:4][C:3]=1[C:22]([F:25])([F:24])[F:23].FC(F)(F)C(O)=O.[OH-].[Na+]>C(Cl)Cl>[F:1][C:2]1[CH:7]=[CH:6][C:5]([C:8]2([OH:21])[CH2:9][CH2:10][NH:11][CH2:12][CH2:13]2)=[CH:4][C:3]=1[C:22]([F:25])([F:23])[F:24] |f:2.3|. Procedure: To a solution of tert-butyl 4-[4-fluoro-3-(trifluoro-methyl)phenyl]-4-hydroxypiperidine-1-carboxylate (4.25 g, 11.7 mmol) in methylen chloride (30 ml) was added trifluoroacetic acid (4 ml) and the solution was stirred at ambient temperature for 20 h. 1 M aqueous sodium hydroxide (50 ml) was added and the aqueous phase was extracted with methylen chloride (3×50 ml). The combined organic phases was dried (MgSO4), filtered and evaporated to dryness. The residue was purified by flash column chromato...